This data is from the Open Reaction Database (ORD), a public repository of structured organic reaction records. The task is: describe an organic reaction: reactants, conditions, products, and yield Starting materials: C1CCOC1, O=C=Nc1ccc(Cl)cc1Cl, CC(C)C(=O)Nc1cccc(C2CCN(CCCCCCN)CC2)c1. The product is CC(C)C(=O)Nc1cccc(C2CCN(CCCCCCNC(=O)Nc3ccc(Cl)cc3Cl)CC2)c1. Reaction SMILES: [CH2:37]1[O:38][CH2:39][CH2:40][CH2:41]1.[Cl:26][c:27]1[c:28]([N:34]=[C:35]=[O:36])[cH:29][cH:30][c:31]([Cl:33])[cH:32]1.[NH2:1][CH2:2][CH2:3][CH2:4][CH2:5][CH2:6][CH2:7][N:8]1[CH2:9][CH2:10][CH:11]([c:14]2[cH:15][c:16]([NH:20][C:21]([CH:22]([CH3:23])[CH3:24])=[O:25])[cH:17][cH:18][cH:19]2)[CH2:12][CH2:13]1>>[NH:1]([CH2:2][CH2:3][CH2:4][CH2:5][CH2:6][CH2:7][N:8]1[CH2:9][CH2:10][CH:11]([c:14]2[cH:15][c:16]([NH:20][C:21]([CH:22]([CH3:23])[CH3:24])=[O:25])[cH:17][cH:18][cH:19]2)[CH2:12][CH2:13]1)[C:35]([NH:34][c:28]1[c:27]([Cl:26])[cH:32][c:31]([Cl:33])[cH:30][cH:29]1)=[O:36].